From a dataset of the Open Reaction Database (ORD), a public repository of structured organic reaction records. describe an organic reaction: reactants, conditions, products, and yield The reactants are N1=CN=C(C2=C1NC=C2)N2C[C@@H](CC2)N(C2=NC=C(C=C2)C#C[Si](C)(C)C)C ((R)—N-(1-(7H-pyrrolo[2,3-d]pyrimidin-4-yl)pyrrolidin-3-yl)-N-methyl-5-((trimethylsilyl)ethynyl)pyridin-2-amine), C(=O)([O-])[O-].[K+].[K+] (K2CO3). Run in CO (MeOH). Run at time 16 hour. Yields the product N1=CN=C(C2=C1NC=C2)N2C[C@@H](CC2)N(C2=NC=C(C=C2)C#C)C ((R)—N-(1-(7H-pyrrolo[2,3-d]pyrimidin-4-yl)pyrrolidin-3-yl)-5-ethynyl-N-methylpyridin-2-amine). As a reaction SMILES: [N:1]1[C:6]2[NH:7][CH:8]=[CH:9][C:5]=2[C:4]([N:10]2[CH2:14][CH2:13][C@@H:12]([N:15]([CH3:28])[C:16]3[CH:21]=[CH:20][C:19]([C:22]#[C:23][Si](C)(C)C)=[CH:18][N:17]=3)[CH2:11]2)=[N:3][CH:2]=1.C([O-])([O-])=O.[K+].[K+]>CO>[N:1]1[C:6]2[NH:7][CH:8]=[CH:9][C:5]=2[C:4]([N:10]2[CH2:14][CH2:13][C@@H:12]([N:15]([CH3:28])[C:16]3[CH:21]=[CH:20][C:19]([C:22]#[CH:23])=[CH:18][N:17]=3)[CH2:11]2)=[N:3][CH:2]=1 |f:1.2.3|. Procedure: A mixture of (R)—N-(1-(7H-pyrrolo[2,3-d]pyrimidin-4-yl)pyrrolidin-3-yl)-N-methyl-5-((trimethylsilyl)ethynyl)pyridin-2-amine (26 mg, 0.06 mmol) and K2CO3 (20.0 mg) in MeOH (4.0 mL) was stirred at the ambient temperature for 16 hours. The volatiles were removed and the residue was purified by chromatography on silica gel to give the title compound. MS (m/z): 319 (M+H)+.